Dataset: the Open Reaction Database (ORD), a public repository of structured organic reaction records. Task: describe an organic reaction: reactants, conditions, products, and yield Starting materials: O=C([O-])[O-], CCOC(=O)c1ccc(C(=O)CBr)cc1, CC1=NC(c2ccccc2)(c2ccccc2)C(=O)N1, CC(C)=O, [K+], [K+]. Product: CCOC(=O)c1ccc(C(=O)CN2C(=O)C(c3ccccc3)(c3ccccc3)N=C2C)cc1. As a reaction SMILES: [C:35](=[O:36])([O-:37])[O-:38].[CH2:1]([CH3:2])[O:3][C:4]([c:5]1[cH:6][cH:7][c:8]([C:11]([CH2:12][Br:13])=[O:14])[cH:9][cH:10]1)=[O:15].[CH3:16][C:17]1=[N:18][C:19]([c:23]2[cH:24][cH:25][cH:26][cH:27][cH:28]2)([c:29]2[cH:30][cH:31][cH:32][cH:33][cH:34]2)[C:20](=[O:22])[NH:21]1.[CH3:41][C:42](=[O:43])[CH3:44].[K+:39].[K+:40]>>[CH2:1]([CH3:2])[O:3][C:4]([c:5]1[cH:6][cH:7][c:8]([C:11]([CH2:12][N:21]2[C:17]([CH3:16])=[N:18][C:19]([c:23]3[cH:24][cH:25][cH:26][cH:27][cH:28]3)([c:29]3[cH:30][cH:31][cH:32][cH:33][cH:34]3)[C:20]2=[O:22])=[O:14])[cH:9][cH:10]1)=[O:15]. Starting materials: CCOC(C)=O, CN1CCc2ccc([N+](=O)[O-])cc2C1. Yields the product CN1CCc2ccc(N)cc2C1. RXN SMILES: [CH3:15][CH2:16][O:17][C:18]([CH3:19])=[O:20].[CH3:1][N:2]1[CH2:3][c:4]2[cH:5][c:6]([N+:12]([O-:13])=[O:14])[cH:7][cH:8][c:9]2[CH2:10][CH2:11]1>>[CH3:1][N:2]1[CH2:3][c:4]2[cH:5][c:6]([NH2:12])[cH:7][cH:8][c:9]2[CH2:10][CH2:11]1. The reactants are three, BrCCCCCC(=O)OCC (Ethyl 6-bromohexanoate), C1(=CC=CC=C1)C (toluene), [H-].[Na+] (sodium hydride), C(C)OC(CC(=O)CC)=O (Ethyl-γ-methylacetoacetate). Conditions: time 30 minute. The product is C(C)(=O)C(C(=O)OCC)(CCCCCC(=O)OCC)C (diethyl 2-acetyl-2-methyloctane-1,8-dioate). The yield is 46.0%. RXN SMILES: [H-].[Na+].[CH2:3]([O:5][C:6](=[O:12])[CH2:7][C:8]([CH2:10]C)=[O:9])[CH3:4].Br[CH2:14][CH2:15][CH2:16][CH2:17][CH2:18][C:19]([O:21][CH2:22][CH3:23])=[O:20].[C:24]1(C)C=CC=CC=1>>[C:8]([C:7]([CH3:24])([CH2:14][CH2:15][CH2:16][CH2:17][CH2:18][C:19]([O:21][CH2:22][CH3:23])=[O:20])[C:6]([O:5][CH2:3][CH3:4])=[O:12])(=[O:9])[CH3:10] |f:0.1|. Reported procedure: In a 1 L three necked flask equipped with a mechanical stirrer and reflux condenser was placed dry toluene (300 ml). The system was flushed with argon and sodium hydride (Aldrich, 60% dispersion in mineral oil) (7.2 g, 0.18 mmol) was added. Ethyl-γ-methylacetoacetate (Aldrich, 21 g, 0.15 mole) was added with stirring over a 30 minutes. The resulting solution was heated under reflux for 2 hrs and cooled slightly. (Note: Reaction mixture becomes a thick paste and mechanical stirrer is essential). ... Yields the product C(C)(C)(C)O[C@H](C(=O)O)C1=C2N3CCC(OCCCC[C@@H](OC=4C=CC(=CC4C4=CC=CC(C5=CN2C(C(=C1C)C(C)(C)O)=N5)=C4)F)C)(CC3)C ((2S)-2-(tert-Butoxy)-2-[(22S)-17-fluoro-5-(2-hydroxypropan-2-yl)-4,22,28-trimethyl-21,27-dioxa-1,7,34-triazahexacyclo[26.2.2.16,9.110,14.02,7.015,20]tetratriaconta-2,4,6(34),8,10(33),11,13,15(20),16,18-decaen-3-yl]acetic acid). The reactants are C(C)(C)(C)O[C@H](C(=O)OC)C1=C2N3CCC(OCCCC[C@@H](OC=4C=CC(=CC4C4=CC=CC(C5=CN2C(C(=C1C)C(C)(C)O)=N5)=C4)F)C)(CC3)C (methyl(2S)-2-(tert-butoxy)-2-[(22S)-17-fluoro-5-(2-hydroxypropan-2-yl)-4,22,28-trimethyl-21,27-dioxa-1,7,34-triazahexacyclo[26.2.2.16,9.110,14.02,7.015,20]tetratriaconta-2,4,6(34),8,10(33),11,13,15(20),16,18-decaen-3-yl]acetate), C(C)(C)(C)O[C@H](C(=O)O)C1=C2N3CCC(OCCCC[C@@H](OC=4C=CC(=CC4C4=CC=CC(C5=C(N2C(C=C1C)=N5)Cl)=C4)C)C)(CC3)C ((2S)-2-(tert-butoxy)-2-[(22S)-8-chloro-4,17,22,28-tetramethyl-21,27-dioxa-1,7,34-triazahexacyclo[26.2.2.16,9.110,14.02,7.015,20]tetratriaconta-2,4,6(34),8,10(33),11,13,15(20),16,18-decaen-3-yl]acetic acid). As a reaction SMILES: [C:1]([O:5][C@@H:6]([C:11]1[C:40]([CH3:41])=[C:39]([C:42]([OH:45])([CH3:44])[CH3:43])[C:38]2=[N:46][C:35]3=[CH:36][N:37]2[C:12]=1[N:13]1[CH2:51][CH2:50][C:16]([CH3:52])([O:17][CH2:18][CH2:19][CH2:20][CH2:21][C@H:22]([CH3:49])[O:23][C:24]2[CH:25]=[CH:26][C:27]([F:48])=[CH:28][C:29]=2[C:30]2[CH:47]=[C:34]3[CH:33]=[CH:32][CH:31]=2)[CH2:15][CH2:14]1)[C:7]([O:9]C)=[O:8])([CH3:4])([CH3:3])[CH3:2].C(O[C@@H](C1C(C)=CC2=NC3=C(Cl)N2C=1N1CCC(C)(OCCCC[C@H](C)OC2C=CC(C)=CC=2C2C=C3C=CC=2)CC1)C(O)=O)(C)(C)C>>[C:1]([O:5][C@@H:6]([C:11]1[C:40]([CH3:41])=[C:39]([C:42]([OH:45])([CH3:44])[CH3:43])[C:38]2=[N:46][C:35]3=[CH:36][N:37]2[C:12]=1[N:13]1[CH2:14][CH2:15][C:16]([CH3:52])([O:17][CH2:18][CH2:19][CH2:20][CH2:21][C@H:22]([CH3:49])[O:23][C:24]2[CH:25]=[CH:26][C:27]([F:48])=[CH:28][C:29]=2[C:30]2[CH:47]=[C:34]3[CH:33]=[CH:32][CH:31]=2)[CH2:50][CH2:51]1)[C:7]([OH:9])=[O:8])([CH3:2])([CH3:3])[CH3:4]. Isolated yield 11.7%. Procedure details: Prepared in 11.7% yield from methyl(2S)-2-(tert-butoxy)-2-[(22S)-17-fluoro-5-(2-hydroxypropan-2-yl)-4,22,28-trimethyl-21,27-dioxa-1,7,34-triazahexacyclo[26.2.2.16,9.110,14.02,7.015,20]tetratriaconta-2,4,6(34),8,10(33),11,13,15(20),16,18-decaen-3-yl]acetate following the procedure for (2S)-2-(tert-butoxy)-2-[(22S)-8-chloro-4,17,22,28-tetramethyl-21,27-dioxa-1,7,34-triazahexacyclo[26.2.2.16,9.110,14.02,7.015,20]tetratriaconta-2,4,6(34),8,10(33),11,13,15(20),16,18-decaen-3-yl]acetic acid. 1H NMR (5...